This data is from the Open Reaction Database (ORD), a public repository of structured organic reaction records. The task is: describe an organic reaction: reactants, conditions, products, and yield Starting materials: NC1=C2C(N(C(=NC2=CC=C1)C)C1C(NC(CC1)=O)=O)=O (3-(5-amino-2-methyl-4-oxo-4H-quinazolin-3-yl)-piperidine-2,6-dione), ClCC(=O)Cl (chloroacetyl chloride), C(C)#N (Acetonitrile). Solvent: CO (methanol). Conditions: temperature 100 celsius. Yields the product ClCC(=O)NC1=C2C(N(C(=NC2=CC=C1)C)C1C(NC(CC1)=O)=O)=O (2-chloro-N-[3-(2,6-dioxo-piperidin-3-yl)-2-methyl-4-oxo-3,4-dihydro-quinazolin-5-yl]-acetamide). The yield is 88.6%. As a reaction SMILES: [NH2:1][C:2]1[CH:11]=[CH:10][CH:9]=[C:8]2[C:3]=1[C:4](=[O:21])[N:5]([CH:13]1[CH2:18][CH2:17][C:16](=[O:19])[NH:15][C:14]1=[O:20])[C:6]([CH3:12])=[N:7]2.[Cl:22][CH2:23][C:24](Cl)=[O:25].C(#N)C>CO>[Cl:22][CH2:23][C:24]([NH:1][C:2]1[CH:11]=[CH:10][CH:9]=[C:8]2[C:3]=1[C:4](=[O:21])[N:5]([CH:13]1[CH2:18][CH2:17][C:16](=[O:19])[NH:15][C:14]1=[O:20])[C:6]([CH3:12])=[N:7]2)=[O:25]. Procedure: The stirred mixture of 3-(5-amino-2-methyl-4-oxo-4H-quinazolin-3-yl)-piperidine-2,6-dione (4.0 g, 14 mmol) and chloroacetyl chloride (7.7 mL, 98 mmol) was heated in a 100° C. oil bath for 15 minutes. The mixture was allowed to cool to room temperature. Acetonitrile (5 mL) was added to the mixture. The suspension was filtered and washed with ethyl acetate (2×10 mL) to give a white solid. The solid was stirred in methanol (50 mL) overnight. The suspension was filtered and washed with methanol (20 ... Reactants: [K+], O=[N+]([O-])[O-], Oc1nc2ccc3ncsc3c2nc1O, O=S(=O)(O)O. Product: O=[N+]([O-])c1cc2nc(O)c(O)nc2c2scnc12. RXN SMILES: [K+:1].[O-:2][N+:3]([O-:4])=[O:5].[OH:6][c:7]1[n:8][c:9]2[cH:10][cH:11][c:12]3[c:13]([c:14]2[n:15][c:16]1[OH:17])[s:18][cH:19][n:20]3.[S:21](=[O:22])(=[O:23])([OH:24])[OH:25]>>[O-:2][N+:3](=[O:5])[c:11]1[cH:10][c:9]2[n:8][c:7]([OH:6])[c:16]([OH:17])[n:15][c:14]2[c:13]2[c:12]1[n:20][cH:19][s:18]2. Starting materials: ClCCl, COc1ccc(Cl)c(CO)c1Cl, BrP(Br)Br. The product is COc1ccc(Cl)c(CBr)c1Cl. RXN SMILES: [CH2:17]([Cl:18])[Cl:19].[Cl:1][c:2]1[c:3]([CH2:11][OH:12])[c:4]([Cl:10])[cH:5][cH:6][c:7]1[O:8][CH3:9].[P:13]([Br:14])([Br:15])[Br:16]>>[Cl:1][c:2]1[c:3]([CH2:11][Br:14])[c:4]([Cl:10])[cH:5][cH:6][c:7]1[O:8][CH3:9]. Starting materials: CC(C)(C)OC(=O)NC(Cc1c[nH]c2ccccc12)C(=O)O, CCI. Product: CCn1cc(CC(NC(=O)OC(C)(C)C)C(=O)O)c2ccccc21. As a reaction SMILES: [C:1]([CH3:2])([CH3:3])([CH3:4])[O:5][C:6](=[O:7])[NH:8][CH:9]([CH2:10][c:11]1[cH:12][nH:13][c:14]2[cH:15][cH:16][cH:17][cH:18][c:19]12)[C:20](=[O:21])[OH:22].[CH2:23]([CH3:24])[I:25]>>[C:1]([CH3:2])([CH3:3])([CH3:4])[O:5][C:6](=[O:7])[NH:8][CH:9]([CH2:10][c:11]1[cH:12][n:13]([CH2:23][CH3:24])[c:14]2[cH:15][cH:16][cH:17][cH:18][c:19]12)[C:20](=[O:21])[OH:22]. The reactants are OC(c1ccccc1)(c1ccccc1)c1nccn1Cc1ccccc1, CC(=O)OC(C)=O, c1ccncc1. Product: CC(=O)OC(c1ccccc1)(c1ccccc1)c1nccn1Cc1ccccc1. Reaction SMILES: [CH2:1]([c:2]1[cH:3][cH:4][cH:5][cH:6][cH:7]1)[n:8]1[c:9]([C:13]([OH:14])([c:15]2[cH:16][cH:17][cH:18][cH:19][cH:20]2)[c:21]2[cH:22][cH:23][cH:24][cH:25][cH:26]2)[n:10][cH:11][cH:12]1.[CH3:27][C:28](=[O:29])[O:30][C:31](=[O:32])[CH3:33].[cH:34]1[cH:35][cH:36][n:37][cH:38][cH:39]1>>[CH2:1]([c:2]1[cH:3][cH:4][cH:5][cH:6][cH:7]1)[n:8]1[c:9]([C:13]([O:14][C:28]([CH3:27])=[O:29])([c:15]2[cH:16][cH:17][cH:18][cH:19][cH:20]2)[c:21]2[cH:22][cH:23][cH:24][cH:25][cH:26]2)[n:10][cH:11][cH:12]1.